From a dataset of the Open Reaction Database (ORD), a public repository of structured organic reaction records. describe an organic reaction: reactants, conditions, products, and yield Starting materials: NC=1C(=C(C(=O)O)C=C(C1)Cl)Cl (3-amino-2,5-dichlorobenzoic acid), II (iodine), N(=O)OCCCC (butyl nitrite), II (iodine), N(=O)OC(C)(C)C (tertiary butyl nitrite). Solvent: CS(=O)C (dimethyl sulfoxide), O (water), CS(=O)C (dimethyl sulfoxide). Run at temperature 35 celsius, time 16 hour. Product: ClC1=C(C(=O)O)C=C(C=C1I)Cl (2,5-dichloro-3-iodobenzoic acid). The yield is 84.8%. RXN SMILES: [I:1]I.N(OC(C)(C)C)=O.N[C:11]1[C:12]([Cl:21])=[C:13]([CH:17]=[C:18]([Cl:20])[CH:19]=1)[C:14]([OH:16])=[O:15].N(OCCCC)=O>CS(C)=O.O>[Cl:21][C:12]1[C:11]([I:1])=[CH:19][C:18]([Cl:20])=[CH:17][C:13]=1[C:14]([OH:16])=[O:15]. Procedure: In a flask 48.35 grams (0.191 mole) of iodine was dissolved in 90 mL of dimethyl sulfoxide. To this solution was added 29.47 grams (0.286 mole) of tertiary butyl nitrite. A solution of 39.25 grams (0.191 mole) of 3-amino-2,5-dichlorobenzoic acid in 130 mL of dimethyl sulfoxide was added dropwise to the solution of iodine and butyl nitrite. During this addition the temperature rose from 20° C. to 50° C., at which temperature the addition was stopped until the reaction mixture had cooled to 35° C.... The reactants are BrC=1C=CC(=C(C(=O)O)C1)N (5-bromo-2-amino-benzoic acid), C1CCOC1 (THF), Cl (HCl), C(=O)(Cl)Cl (phosgene). The solvent is O (H2O). Run at time 4 hour. Product: BrC1=CC=C2C(C(=O)OC(N2)=O)=C1 (5-Bromoisatoic Anhydride). Isolated yield 78.0%. As a reaction SMILES: [Br:1][C:2]1[CH:3]=[CH:4][C:5]([NH2:11])=[C:6]([CH:10]=1)[C:7]([OH:9])=[O:8].C1C[O:15][CH2:14]C1.Cl.C(Cl)(Cl)=O>O>[Br:1][C:2]1[CH:10]=[C:6]2[C:7]([O:9][C:14](=[O:15])[NH:11][C:5]2=[CH:4][CH:3]=1)=[O:8]. Procedure: To a stirred solution of 5-bromo-2-amino-benzoic acid (25 g, 0.115 mmol) in a mixed solvent of THF:H2O:conc. HCl (4:2:1, 350 mL), was added a solution of phosgene (0.23 mmol, 20% in toluene) dropwise. The reaction mixture was allowed to stir at room temperature for 4 h. The resulting precipitate was filtered, washed with water and dried under reduced pressure to give the title compound (22.5 g, 78%) as a gray solid. The reactants are CCCCc1nc(C=O)c(Cl)[nH]1, CC(=O)O, CO, NC(=O)c1[nH]cnc1N. Product: CCCCc1nc(Cl)c(CNc2nc[nH]c2C(N)=O)[nH]1. RXN SMILES: [CH2:10]([CH2:11][CH2:12][CH3:13])[c:14]1[nH:15][c:16]([Cl:21])[c:17]([CH:19]=[O:20])[n:18]1.[CH3:22][C:23](=[O:24])[OH:25].[CH3:26][OH:27].[NH2:1][c:2]1[n:3][cH:4][nH:5][c:6]1[C:7](=[O:8])[NH2:9]>>[NH:1]([c:2]1[n:3][cH:4][nH:5][c:6]1[C:7](=[O:8])[NH2:9])[CH2:19][c:17]1[c:16]([Cl:21])[n:15][c:14]([CH2:10][CH2:11][CH2:12][CH3:13])[nH:18]1. Reactants: N1[C@H]([C@H](NCC1)C(=O)O)C(=O)O ((_)-Cis-piperazine-2,3-dicarboxylic acid), [OH-].[Na+] (sodium hydroxide), acid chloride, S(=O)(Cl)Cl (thionyl chloride), BrC1=CC2=CC=CC=C2C=2C=CC(=CC12)C(=O)O (10-Bromophenanthrene-2-Carboxylic Acid). Run in O1CCOCC1 (dioxan), O1CCOCC1 (dioxan), C1=CC=CC=C1 (benzene). Reaction conditions: temperature 0 celsius, time 5 minute. Product: BrC1=CC2=CC=CC=C2C=2C=CC(=CC12)C(=O)N1[C@H]([C@H](NCC1)C(=O)O)C(=O)O ((±)-cis-1-(10-Bromophenanthrene-2-Carbonyl)Piperazine-2,3-Dicarboxylic Acid). RXN SMILES: [Br:1][C:2]1[C:15]2[CH:14]=[C:13]([C:16](O)=[O:17])[CH:12]=[CH:11][C:10]=2[C:9]2[C:4](=[CH:5][CH:6]=[CH:7][CH:8]=2)[CH:3]=1.S(Cl)(Cl)=O.[NH:23]1[CH2:28][CH2:27][NH:26][C@H:25]([C:29]([OH:31])=[O:30])[C@@H:24]1[C:32]([OH:34])=[O:33].[OH-].[Na+]>O1CCOCC1.C1C=CC=CC=1>[Br:1][C:2]1[C:15]2[CH:14]=[C:13]([C:16]([N:23]3[CH2:28][CH2:27][NH:26][C@H:25]([C:29]([OH:31])=[O:30])[C@@H:24]3[C:32]([OH:34])=[O:33])=[O:17])[CH:12]=[CH:11][C:10]=2[C:9]2[C:4](=[CH:5][CH:6]=[CH:7][CH:8]=2)[CH:3]=1 |f:3.4|. Procedure details: 10-Bromophenanthrene-2-carboxylic acid (2, 0.663 g, 2.2 mmol) was added to benzene (50 ml) containing excess thionyl chloride and the mixture heated under reflux overnight. The following day, the mixture was evaporated under reduced pressure and the resulting acid chloride (3) used without further purification. (_)-Cis-piperazine-2,3-dicarboxylic acid (4, 0.46 g, 2.6 mmol) was added to 0.991 M aqueous sodium hydroxide (8 ml, 8 mmol) and dioxan (10 ml) and the mixture was cooled to 0° C. A soluti... Starting materials: CCC(=O)NC(C)(C)Cc1ccccc1, [K+], O=[N+]([O-])[O-], O. The product is CCC(=O)NC(C)(C)Cc1ccc([N+](=O)[O-])cc1. As a reaction SMILES: [CH3:1][C:2]([CH2:3][c:4]1[cH:5][cH:6][cH:7][cH:8][cH:9]1)([CH3:10])[NH:11][C:12]([CH2:13][CH3:14])=[O:15].[K+:20].[N+:16](=[O:17])([O-:18])[O-:19].[OH2:21]>>[CH3:1][C:2]([CH2:3][c:4]1[cH:5][cH:6][c:7]([N+:16](=[O:17])[O-:18])[cH:8][cH:9]1)([CH3:10])[NH:11][C:12]([CH2:13][CH3:14])=[O:15]. Reactants: CC1=CN(C(=O)NC1=O)[C@H]2C[C@@H]([C@H](O2)CO)N=[N+]=[N-] (AZT), C(C)O (ethanol), C[O-].[Na+] (sodium methoxide), BrCC(=O)O (bromoacetic acid), C[O-].[Na+] (NaOMe). The solvent is C(Cl)(Cl)Cl.CO.CC(=O)O (CHCl3 MeOH HOAc), O (water). Reaction conditions: time 8 hour. Yields the product C(=O)(O)CN1C(N([C@H]2C[C@@H]([C@@H](CO)O2)N=[N+]=[N-])C=C(C1=O)C)=O (3-carboxymethyl-3'-azido-3'-deoxythymidine). RXN SMILES: [CH3:1][C:2]1[C:8](=[O:9])[NH:7][C:5](=[O:6])[N:4]([C@@H:10]2[O:14][C@H:13]([CH2:15][OH:16])[C@@H:12]([N:17]=[N+:18]=[N-:19])[CH2:11]2)[CH:3]=1.C(O)C.C[O-].[Na+].Br[CH2:27][C:28]([OH:30])=[O:29]>O.C(Cl)(Cl)Cl.CO.CC(O)=O>[C:28]([CH2:27][N:7]1[C:8](=[O:9])[C:2]([CH3:1])=[CH:3][N:4]([C@@H:10]2[O:14][C@H:13]([CH2:15][OH:16])[C@@H:12]([N:17]=[N+:18]=[N-:19])[CH2:11]2)[C:5]1=[O:6])([OH:30])=[O:29] |f:2.3,6.7.8|. Procedure: A mixture of 560 mg AZT, 15 ml absolute ethanol, 2 ml sodium methoxide solution (4.4M NaOMe in MeOH) and 500 mg bromoacetic acid was refluxed for5.5 hours, then allowed to stand overnight at room temperature. The next morning, 1 ml NaOMe solution was added followed by 300 mg bromoacetic acidand the mixture refluxed for one hour, at which time the reaction was shownto be complete by TLC on silica gel-F 250 um using the solvent system CHCl3 /MeOH/HOAc (85+15+1). The reaction mixture was diluted wi... Reactants: [Li].ClC1=C(SC=C1)C[C@@H](CC)NS(=O)(=O)C1=CC=C(C=C1)C ((R)-N-[1-[(3-chlorothien-2-yl )methyl]propyl]-4-methylbenzenesulfonamide lithium salt), O (water). Run in CO (methanol). Run at temperature 65 celsius. The product is ClC1=C(SC=C1)C[C@@H](CC)NS(=O)(=O)C1=CC=C(C=C1)C ((R)-N-[1-[(3-chlorothien-2-yl)methyl]propyl]-4-methylbenzenesulfonamide). Yield: 94.8%. Reaction SMILES: [Li].[Cl:2][C:3]1[CH:7]=[CH:6][S:5][C:4]=1[CH2:8][C@H:9]([NH:12][S:13]([C:16]1[CH:21]=[CH:20][C:19]([CH3:22])=[CH:18][CH:17]=1)(=[O:15])=[O:14])[CH2:10][CH3:11].O>CO>[Cl:2][C:3]1[CH:7]=[CH:6][S:5][C:4]=1[CH2:8][C@H:9]([NH:12][S:13]([C:16]1[CH:17]=[CH:18][C:19]([CH3:22])=[CH:20][CH:21]=1)(=[O:15])=[O:14])[CH2:10][CH3:11] |f:0.1,^1:0|. Reported procedure: A mixture of 50.0 g (0.143 mol) of (R)-N-[1-[(3-chlorothien-2-yl )methyl]propyl]-4-methylbenzenesulfonamide lithium salt, prepared as described in PCT/US97/15729, in 50 g methanol is heated with stirring at 65° C. until dissolution of the solids is completed. The solution is cooled to 60° C. and 85 g water is added to the mixture dropwise. The mixture is stirred for 1.5 hours and then cooled to 20° C. The solids are isolated by filtration. Drying under vacuum with nitrogen bleed affords 46.6 g (... The reactants are B, CCOC(=O)c1cc(F)c(C2CC2C(=O)O)c(F)c1F, CCOC(C)=O, Cl, C1CCOC1, O. Yields the product CCOC(=O)c1cc(F)c(C2CC2CO)c(F)c1F. As a reaction SMILES: [BH3:21].[C:1](=[O:2])([OH:3])[CH:4]1[CH:5]([c:7]2[c:8]([F:20])[c:9]([F:19])[c:10]([C:11](=[O:12])[O:13][CH2:14][CH3:15])[cH:16][c:17]2[F:18])[CH2:6]1.[CH3:22][CH2:23][O:24][C:25](=[O:26])[CH3:27].[ClH:28].[O:29]1[CH2:30][CH2:31][CH2:32][CH2:33]1.[OH2:34]>>[CH2:1]([OH:2])[CH:4]1[CH:5]([c:7]2[c:8]([F:20])[c:9]([F:19])[c:10]([C:11](=[O:12])[O:13][CH2:14][CH3:15])[cH:16][c:17]2[F:18])[CH2:6]1. The reactants are C1(=CC=CC=C1)S(=O)(=O)C=1C=C2C(=CNC2=CC1)CCNC(OC(C)(C)C)=O (tert-butyl 2-[5-(phenylsulfonyl)-1H-indol-3-yl]ethylcarbamate), C(=O)([O-])[O-].[Cs+].[Cs+] (Cs2CO3), S(=O)(=O)(OC)OC (dimethyl sulfate). Run in CC(=O)C (acetone). Run at time 3.5 hour. Yields the product CN1C=C(C2=CC(=CC=C12)S(=O)(=O)C1=CC=CC=C1)CCNC(OC(C)(C)C)=O (tert-butyl 2-[1-methyl-5-(phenylsulfonyl)-1H-indol-3-yl]ethylcarbamate). The yield is 67.7%. Reaction SMILES: [C:1]1([S:7]([C:10]2[CH:11]=[C:12]3[C:16](=[CH:17][CH:18]=2)[NH:15][CH:14]=[C:13]3[CH2:19][CH2:20][NH:21][C:22](=[O:28])[O:23][C:24]([CH3:27])([CH3:26])[CH3:25])(=[O:9])=[O:8])[CH:6]=[CH:5][CH:4]=[CH:3][CH:2]=1.[C:29]([O-])([O-])=O.[Cs+].[Cs+].S(OC)(OC)(=O)=O>CC(C)=O>[CH3:29][N:15]1[C:16]2[C:12](=[CH:11][C:10]([S:7]([C:1]3[CH:2]=[CH:3][CH:4]=[CH:5][CH:6]=3)(=[O:8])=[O:9])=[CH:18][CH:17]=2)[C:13]([CH2:19][CH2:20][NH:21][C:22](=[O:28])[O:23][C:24]([CH3:25])([CH3:27])[CH3:26])=[CH:14]1 |f:1.2.3|. Reported procedure: A solution of tert-butyl 2-[5-(phenylsulfonyl)-1H-indol-3-yl]ethylcarbamate (0.58 g, 1.46 mmol) in acetone (25.0 mL) was treated with Cs2CO3 (1.85 g, 5.68 mmol) and dimethyl sulfate (0.80 mL, 8.45 mmol). The reaction was stirred at room temperature for 3.5 hours then filtered. The filtrate was concentrated in vacuo and subjected to column chromatography (silica gel, 30% EtOAc/hexane) to give 0.41 g (68%) of a colorless solid as the title compound: mp 127.4-130.6° C.; 1H NMR (400 MHz, DMSO-d6) δ ... Starting materials: O=C([O-])[O-], NC1CCN(Cc2ccccc2)C1, CN(C)c1ccccc1-c1ccccc1P(C1CCCCC1)C1CCCCC1, CCOC(=O)C=Cc1ccc(Cl)nc1, [Cs+], [Cs+], CC(=O)[O-], CC(=O)[O-], C1COCCO1, [Pd+2]. The product is CCOC(=O)C=Cc1ccc(NC2CCN(Cc3ccccc3)C2)nc1. As a reaction SMILES: [C:43](=[O:44])([O-:45])[O-:46].[CH2:49]([c:50]1[cH:51][cH:52][cH:53][cH:54][cH:55]1)[N:56]1[CH2:57][CH:58]([NH2:61])[CH2:59][CH2:60]1.[CH:15]1([P:16]([CH:17]2[CH2:18][CH2:19][CH2:20][CH2:21][CH2:22]2)[c:23]2[cH:24][cH:25][cH:26][cH:27][c:28]2-[c:29]2[c:30]([N:31]([CH3:32])[CH3:33])[cH:34][cH:35][cH:36][cH:37]2)[CH2:38][CH2:39][CH2:40][CH2:41][CH2:42]1.[Cl:1][c:2]1[cH:3][cH:4][c:5]([CH:8]=[CH:9][C:10](=[O:11])[O:12][CH2:13][CH3:14])[cH:6][n:7]1.[Cs+:47].[Cs+:48].[O-:69][C:70]([CH3:71])=[O:72].[O-:73][C:74]([CH3:75])=[O:76].[O:62]1[CH2:63][CH2:64][O:65][CH2:66][CH2:67]1.[Pd+2:68]>>[c:2]1([NH:61][CH:58]2[CH2:57][N:56]([CH2:49][c:50]3[cH:51][cH:52][cH:53][cH:54][cH:55]3)[CH2:60][CH2:59]2)[cH:3][cH:4][c:5]([CH:8]=[CH:9][C:10](=[O:11])[O:12][CH2:13][CH3:14])[cH:6][n:7]1.